This data is from the Open Reaction Database (ORD), a public repository of structured organic reaction records. The task is: describe an organic reaction: reactants, conditions, products, and yield Reactants: [NH4+].[Cl-] (NH4Cl), C1(CC1)COC=1C=C(C=CC1[N+](=O)[O-])CC(=O)OCC (Ethyl 2-(3-(cyclopropylmethoxy)-4-nitrophenyl)acetate), BrCCCBr (1,3-dibromopropane), [H-].[Na+] (NaH). Run in CN(C)C=O (DMF). Run at temperature 25 celsius, time 0.5 hour. Product: C1(CC1)COC=1C=C(C=CC1[N+](=O)[O-])C1(CCC1)C(=O)OCC (ethyl 1-(3-(cyclopropylmethoxy)-4-nitrophenyl)cyclobutanecarboxylate). The yield is 49.0%. As a reaction SMILES: [CH:1]1([CH2:4][O:5][C:6]2[CH:7]=[C:8]([CH2:15][C:16]([O:18][CH2:19][CH3:20])=[O:17])[CH:9]=[CH:10][C:11]=2[N+:12]([O-:14])=[O:13])[CH2:3][CH2:2]1.[H-].[Na+].Br[CH2:24][CH2:25][CH2:26]Br.[NH4+].[Cl-]>CN(C=O)C>[CH:1]1([CH2:4][O:5][C:6]2[CH:7]=[C:8]([C:15]3([C:16]([O:18][CH2:19][CH3:20])=[O:17])[CH2:26][CH2:25][CH2:24]3)[CH:9]=[CH:10][C:11]=2[N+:12]([O-:14])=[O:13])[CH2:2][CH2:3]1 |f:1.2,4.5|. Procedure details: Ethyl 2-(3-(cyclopropylmethoxy)-4-nitrophenyl)acetate (5 g, 17.9 mmol) was dissolved in 50 mL anhydrous DMF, NaH (60% wt. in oil, 1.43 g, 35.9 mmol) was added at 0° C. The reaction mixture was stirred for 0.5 h at 25° C. and 1,3-dibromopropane (1.91 mL, 17.9 mmol) was added drop wise at 0° C. The reaction mixture was stirred at 0° C. for 1 h and saturated NH4Cl solution (10 mL) was added. The reaction mixture was extracted with EtOAc (3×20 mL) and the combined organic phases were washed with wat... The reactants are O=C([O-])O, ClCCl, CCNNC(=O)OCC, N#CCl, [Na+], O. Yields the product CCOC(=O)NN(C#N)CC. RXN SMILES: [C:10](=[O:11])([OH:12])[O-:13].[CH2:15]([Cl:16])[Cl:17].[CH2:1]([CH3:2])[O:3][C:4](=[O:5])[NH:6][NH:7][CH2:8][CH3:9].[N:18]#[C:19][Cl:20].[Na+:14].[OH2:21]>>[CH2:1]([CH3:2])[O:3][C:4](=[O:5])[NH:6][N:7]([CH2:8][CH3:9])[C:19]#[N:18]. The reactants are CCCNCCOc1cccc2ncnc(Nc3ccc(OCc4ccccn4)c(Cl)c3)c12, O=C(O)CO. The product is CCCN(CCOc1cccc2ncnc(Nc3ccc(OCc4ccccn4)c(Cl)c3)c12)C(=O)CO. As a reaction SMILES: [Cl:6][c:7]1[cH:8][c:9]([NH:21][c:22]2[n:23][cH:24][n:25][c:26]3[cH:27][cH:28][cH:29][c:30]([O:32][CH2:33][CH2:34][NH:35][CH2:36][CH2:37][CH3:38])[c:31]23)[cH:10][cH:11][c:12]1[O:13][CH2:14][c:15]1[n:16][cH:17][cH:18][cH:19][cH:20]1.[OH:1][CH2:2][C:3]([OH:4])=[O:5]>>[OH:1][CH2:2][C:3](=[O:5])[N:35]([CH2:34][CH2:33][O:32][c:30]1[cH:29][cH:28][cH:27][c:26]2[n:25][cH:24][n:23][c:22]([NH:21][c:9]3[cH:8][c:7]([Cl:6])[c:12]([O:13][CH2:14][c:15]4[n:16][cH:17][cH:18][cH:19][cH:20]4)[cH:11][cH:10]3)[c:31]21)[CH2:36][CH2:37][CH3:38]. Reactants: C1CCOC1, Cc1ccc(S(=O)(=O)OCC(F)(F)F)cc1, CS(C)=O, [Cl-], [H-], Nc1ncccc1Oc1ccc2ccc(O)cc2c1, [NH4+], [Na+]. Yields the product Nc1ncccc1Oc1ccc2ccc(OCC(F)(F)F)cc2c1. Reaction SMILES: [CH2:44]1[O:45][CH2:46][CH2:47][CH2:48]1.[CH3:22][c:23]1[cH:24][cH:25][c:26]([S:27]([O:28][CH2:33][C:34]([F:35])([F:36])[F:37])(=[O:29])=[O:30])[cH:31][cH:32]1.[CH3:40][S:41]([CH3:42])=[O:43].[Cl-:38].[H-:1].[NH2:3][c:4]1[n:5][cH:6][cH:7][cH:8][c:9]1[O:10][c:11]1[cH:12][cH:13][c:14]2[cH:15][cH:16][c:17]([OH:21])[cH:18][c:19]2[cH:20]1.[NH4+:39].[Na+:2]>>[NH2:3][c:4]1[n:5][cH:6][cH:7][cH:8][c:9]1[O:10][c:11]1[cH:12][cH:13][c:14]2[cH:15][cH:16][c:17]([O:21][CH2:33][C:34]([F:35])([F:36])[F:37])[cH:18][c:19]2[cH:20]1. Reactants: C[Si](C)(C)I, CCOC(C)=O, COC(=O)NC1Cc2ccccc2CN(C)C1=O, ClCCl. The product is CN1Cc2ccccc2CC(N)C1=O. As a reaction SMILES: [CH3:1][Si:2]([I:3])([CH3:4])[CH3:5].[CH3:24][CH2:25][O:26][C:27](=[O:28])[CH3:29].[CH3:6][N:7]1[CH2:8][c:9]2[c:10]([cH:20][cH:21][cH:22][cH:23]2)[CH2:11][CH:12]([NH:15][C:16](=[O:17])[O:18][CH3:19])[C:13]1=[O:14].[Cl:30][CH2:31][Cl:32]>>[CH3:6][N:7]1[CH2:8][c:9]2[c:10]([cH:20][cH:21][cH:22][cH:23]2)[CH2:11][CH:12]([NH2:15])[C:13]1=[O:14].